describe an organic reaction: reactants, conditions, products, and yield From a dataset of the Open Reaction Database (ORD), a public repository of structured organic reaction records. Reactants: C(C)(C)(C)C=1C=C(C(=C(C=O)C1)OCOC)C=1C=NC(=CC1)C(F)(F)F (5-(tert-butyl)-2-(methoxymethoxy)-3-(6-(trifluoromethyl)pyridin-3-yl)benzaldehyde), solution, C[Mg]Br (methyl magnesium bromide), C(C)OCC (diethyl ether). Run in C1CCOC1 (THF). Run at temperature -78 celsius, time 10 minute. Product: C(C)(C)(C)C=1C=C(C(=C(C1)C(C)O)OCOC)C=1C=NC(=CC1)C(F)(F)F (1-(5-(tert-butyl)-2-(methoxymethoxy)-3-(6-(trifluoromethyl)pyridin-3-yl)phenyl)ethan-1-ol). Isolated yield 63.0%. Reaction SMILES: [C:1]([C:5]1[CH:6]=[C:7]([C:17]2[CH:18]=[N:19][C:20]([C:23]([F:26])([F:25])[F:24])=[CH:21][CH:22]=2)[C:8]([O:13][CH2:14][O:15][CH3:16])=[C:9]([CH:12]=1)[CH:10]=[O:11])([CH3:4])([CH3:3])[CH3:2].[CH3:27][Mg]Br.C(OCC)C>C1COCC1>[C:1]([C:5]1[CH:6]=[C:7]([C:17]2[CH:18]=[N:19][C:20]([C:23]([F:26])([F:24])[F:25])=[CH:21][CH:22]=2)[C:8]([O:13][CH2:14][O:15][CH3:16])=[C:9]([CH:10]([OH:11])[CH3:27])[CH:12]=1)([CH3:4])([CH3:2])[CH3:3]. Procedure details: To a solution of 5-(tert-butyl)-2-(methoxymethoxy)-3-(6-(trifluoromethyl)pyridin-3-yl)benzaldehyde (1.0 g, 2.72 mmol) in THF (15 mL) at −78° C. under argon was added a 3 M solution of methyl magnesium bromide in diethyl ether (1.0 mL, 3.0 mmol). The reaction mixture was stirred at −78° C. for 10 minutes and then the solution poured onto brine cooled to 0° C. forming a gel. The mixture was partitioned between ethyl acetate and saturated aqueous ammonium chloride solution. The organic phase was se... The reactants are ice water, NC1=C(C=C(C=C1[N+](=O)[O-])F)C(F)(F)F (2-amino-5-fluoro-3-nitrobenzotrifluoride), O (H2O), Cl[Sn]Cl (SnCl2). Solvent: C(C)O (ethanol). Conditions: temperature 90 celsius. Yields the product NC1=C(C=C(C=C1N)F)C(F)(F)F (2,3-diamino-5-fluorobenzotrifluoride). Yield: 30.9%. As a reaction SMILES: [NH2:1][C:2]1[C:7]([N+:8]([O-])=O)=[CH:6][C:5]([F:11])=[CH:4][C:3]=1[C:12]([F:15])([F:14])[F:13].Cl[Sn]Cl.O>C(O)C>[NH2:1][C:2]1[C:7]([NH2:8])=[CH:6][C:5]([F:11])=[CH:4][C:3]=1[C:12]([F:15])([F:13])[F:14]. Reported procedure: To a stirred mixture of 2-amino-5-fluoro-3-nitrobenzotrifluoride (554 mg, 2.47 mmol) in ethanol (10 mL) was added SnCl2.2 H2O (2.78 g, 12.36 mmol) in one portion. The mixture was refluxed at 80° C. (oil bath 90° C.) for 1 h, cooled to room temperature and ice water (20 g) was added. It was adjusted to pH=7 and extracted with ethyl acetate. The extract was dried over Mg2SO4 and evaporated to give 148 mg (30%) of 2,3-diamino-5-fluorobenzotrifluoride as a brown solid. 1H NMR (CDCl3): δ 3.666 (s, 2H... Reactants: BrCC(=O)C=1C(=NOC1C1=CC=C(C=C1)Br)C (2-bromo-1-[5-(4-bromo-phenyl)-3-methyl-isoxazol-4-yl]-ethanone), C(C1=CC=CC=C1)S (benzyl mercaptan), C([O-])([O-])=O.[Cs+].[Cs+] (Cesium carbonate). Run in CN(C)C=O (DMF). Reaction conditions: time 8 hour. Yields the product C(C1=CC=CC=C1)SCC(=O)C=1C(=NOC1C1=CC=C(C=C1)Br)C (2-Benzylsulfanyl-1-[5-(4-bromo-phenyl)-3-methyl-isoxazol-4-yl]-ethanone). Reaction SMILES: Br[CH2:2][C:3]([C:5]1[C:6]([CH3:17])=[N:7][O:8][C:9]=1[C:10]1[CH:15]=[CH:14][C:13]([Br:16])=[CH:12][CH:11]=1)=[O:4].[CH2:18]([SH:25])[C:19]1[CH:24]=[CH:23][CH:22]=[CH:21][CH:20]=1.C(=O)([O-])[O-].[Cs+].[Cs+]>CN(C=O)C>[CH2:18]([S:25][CH2:2][C:3]([C:5]1[C:6]([CH3:17])=[N:7][O:8][C:9]=1[C:10]1[CH:15]=[CH:14][C:13]([Br:16])=[CH:12][CH:11]=1)=[O:4])[C:19]1[CH:24]=[CH:23][CH:22]=[CH:21][CH:20]=1 |f:2.3.4|. Procedure details: 2-bromo-1-[5-(4-bromo-phenyl)-3-methyl-isoxazol-4-yl]-ethanone and benzyl mercaptan were dissolved in DMF. Cesium carbonate was added and the reaction stirred overnight. Standard aqueous workup afforded provided the product. The reactants are C1COCCO1, CC(=O)O, CCOC(C)=O, O=N[O-], COc1cccc2c1CCCC2(O)CN, [Na+], O. Product: COc1cccc2c1CCCC(=O)C2. As a reaction SMILES: [CH2:20]1[O:21][CH2:22][CH2:23][O:24][CH2:25]1.[CH3:26][C:27](=[O:28])[OH:29].[CH3:31][CH2:32][O:33][C:34](=[O:35])[CH3:36].[N:16]([O-:17])=[O:18].[NH2:1][CH2:2][C:3]1([OH:15])[CH2:4][CH2:5][CH2:6][c:7]2[c:8]([O:13][CH3:14])[cH:9][cH:10][cH:11][c:12]21.[Na+:19].[OH2:30]>>[CH2:2]1[C:3](=[O:15])[CH2:4][CH2:5][CH2:6][c:7]2[c:8]([O:13][CH3:14])[cH:9][cH:10][cH:11][c:12]21.